Dataset: the Open Reaction Database (ORD), a public repository of structured organic reaction records. Task: describe an organic reaction: reactants, conditions, products, and yield Starting materials: C(C)OC=1C=C(C=NO)C=CC1OCC=1C=NC(=CC1)OC (3-ethoxy-4-((6-methoxypyridin-3-yl)methoxy)benzaldehyde oxime). The reagents and catalysts are [Zn] (zinc). The solvent is C(C)(=O)O (acetic acid), C(C)(=O)OCC (ethyl acetate). Conditions: temperature 65 celsius, time 2 hour. Yields the product C(C)OC=1C=C(C=CC1OCC=1C=NC(=CC1)OC)CN ((3-ethoxy-4-((6-methoxypyridin-3-yl)methoxy)phenyl)methanamine). Isolated yield 94.5%. RXN SMILES: [CH2:1]([O:3][C:4]1[CH:5]=[C:6]([CH:10]=[CH:11][C:12]=1[O:13][CH2:14][C:15]1[CH:16]=[N:17][C:18]([O:21][CH3:22])=[CH:19][CH:20]=1)[CH:7]=[N:8]O)[CH3:2]>C(O)(=O)C.C(OCC)(=O)C.[Zn]>[CH2:1]([O:3][C:4]1[CH:5]=[C:6]([CH2:7][NH2:8])[CH:10]=[CH:11][C:12]=1[O:13][CH2:14][C:15]1[CH:16]=[N:17][C:18]([O:21][CH3:22])=[CH:19][CH:20]=1)[CH3:2]. Procedure details: To a stirred solution of 3-ethoxy-4-((6-methoxypyridin-3-yl)methoxy)benzaldehyde oxime (3.05 g, 10.09 mmol) in acetic acid (25 mL) was added zinc (3.30 g, 50.44 mmol). The resulting mixture was heated to 65° C. After 2 h, the gray suspension was allowed to cool to room temperature and was diluted with ethyl acetate (150 mL). The mixture was filtered through Celite with the aid of additional ethyl acetate (50 mL). The filtrate was diluted with water (50 mL) and made basic by the addition of conce... Starting materials: NCC1CC1 (aminomethylcyclopropane), BrC=1C=C(C(NC1C(F)(F)Cl)=O)C(=O)OC (methyl 5-bromo-6-[chloro(difluoro)methyl]-2-oxo-1,2-dihydropyridine-3-carboxylate), Cl (hydrochloric acid). The solvent is C(C)#N (acetonitrile). The product is BrC=1C=C(C(NC1C(F)(F)Cl)=O)C(=O)NCC1CC1 (5-Bromo-6-[chloro(difluoro)methyl]-N-(cyclopropylmethyl)-2-oxo-1,2-dihydropyridine-3-carboxamide). As a reaction SMILES: [Br:1][C:2]1[CH:3]=[C:4]([C:13]([O:15]C)=O)[C:5](=[O:12])[NH:6][C:7]=1[C:8]([Cl:11])([F:10])[F:9].[NH2:17][CH2:18][CH:19]1[CH2:21][CH2:20]1.Cl>C(#N)C>[Br:1][C:2]1[CH:3]=[C:4]([C:13]([NH:17][CH2:18][CH:19]2[CH2:21][CH2:20]2)=[O:15])[C:5](=[O:12])[NH:6][C:7]=1[C:8]([Cl:11])([F:9])[F:10]. Procedure: At room temperature, 350 mg (1.11 mmol) of methyl 5-bromo-6-[chloro(difluoro)methyl]-2-oxo-1,2-dihydropyridine-3-carboxylate were dissolved in 5 ml of acetonitrile and stirred with 0.5 ml of aminomethylcyclopropane for 12 h. The reaction mixture was then added to 1N hydrochloric acid, and the resulting precipitate was filtered off with suction. The precipitate was dried, again triturated with 1N hydrochloric acid, filtered off with suction and washed with water. Drying gave 240 mg (62% of theory... Starting materials: C(C)OC(=O)C=1C(=C(NC1CCCNCCN(C)C)C(=O)OC(C)(C)C)C (5-[3-(2-dimethylamino-ethylamino)-propyl]-3-methyl-1H-pyrrole-2,4-dicarboxylic acid 2-tert-butyl ester 4-ethyl ester), C[Al](C)C (trimethyl aluminum). Solvent: C1(=CC=CC=C1)C (toluene), C1(=CC=CC=C1)C (toluene). Product: C(C)(C)(C)OC(=O)C1=C(C=2C(N(CCCC2N1)CCN(C)C)=O)C (5-(2-dimethylamino-ethyl)-3-methyl-4-oxo-1,4,5,6,7,8-hexahydro-pyrrolo[3,2-c]azepine-2-carboxylic acid tert-butyl ester). Isolated yield 71.3%. RXN SMILES: C([O:3][C:4]([C:6]1[C:7]([CH3:27])=[C:8]([C:20]([O:22][C:23]([CH3:26])([CH3:25])[CH3:24])=[O:21])[NH:9][C:10]=1[CH2:11][CH2:12][CH2:13][NH:14][CH2:15][CH2:16][N:17]([CH3:19])[CH3:18])=O)C.C[Al](C)C>C1(C)C=CC=CC=1>[C:23]([O:22][C:20]([C:8]1[NH:9][C:10]2[CH2:11][CH2:12][CH2:13][N:14]([CH2:15][CH2:16][N:17]([CH3:19])[CH3:18])[C:4](=[O:3])[C:6]=2[C:7]=1[CH3:27])=[O:21])([CH3:26])([CH3:25])[CH3:24]. Reported procedure: 5-[3-(2-Dimethylamino-ethylamino)-propyl]-3-methyl-1H-pyrrole-2,4-dicarboxylic acid 2-tert-butyl ester 4-ethyl ester 23a (5.85 g, 13.8 mmol) was dissolved in 130 ml of toluene under stirring, and added slowly with a solution of trimethyl aluminum in toluene (12 ml, 2 mol/L, 24 mmol) to the solution under an argon atmosphere. Upon the completion of the addition, the reaction mixture was stirred for 10 minutes at room temperature until no white smoke was released, and heated to reflux for 3 hours ... Reactants: C[O-], CO, O=[N+]([O-])c1cccc(CCl)c1, [Na+]. Product: COCc1cccc([N+](=O)[O-])c1. As a reaction SMILES: [CH3:12][O-:13].[CH3:15][OH:16].[N+:1](=[O:2])([O-:3])[c:4]1[cH:5][c:6]([CH2:7][Cl:8])[cH:9][cH:10][cH:11]1.[Na+:14]>>[N+:1](=[O:2])([O-:3])[c:4]1[cH:5][c:6]([CH2:7][O:13][CH3:12])[cH:9][cH:10][cH:11]1. Starting materials: C(C1=CC=CC=C1)OC1=CC(=C2C(=NC=NC2=C1)NC1=C(C=CC(=C1)OC)Cl)OC(C)C (7-benzyloxy-4-(2-chloro-5-methoxyanilino)-5-isopropoxyquinazoline), FC(C(=O)O)(F)F (trifluoroacetic acid). The product is ClC1=C(NC2=NC=NC3=CC(=CC(=C23)OC(C)C)O)C=C(C=C1)OC (4-(2-chloro-5-methoxyanilino)-7-hydroxy-5-isopropoxyquinazoline). Yield: 64.4%. Reaction SMILES: C([O:8][C:9]1[CH:18]=[C:17]2[C:12]([C:13]([NH:19][C:20]3[CH:25]=[C:24]([O:26][CH3:27])[CH:23]=[CH:22][C:21]=3[Cl:28])=[N:14][CH:15]=[N:16]2)=[C:11]([O:29][CH:30]([CH3:32])[CH3:31])[CH:10]=1)C1C=CC=CC=1.FC(F)(F)C(O)=O>>[Cl:28][C:21]1[CH:22]=[CH:23][C:24]([O:26][CH3:27])=[CH:25][C:20]=1[NH:19][C:13]1[C:12]2[C:17](=[CH:18][C:9]([OH:8])=[CH:10][C:11]=2[O:29][CH:30]([CH3:32])[CH3:31])[N:16]=[CH:15][N:14]=1. Procedure details: Using an analogous procedure to that described in Example 20, 7-benzyloxy-4-(2-chloro-5-methoxyanilino)-5-isopropoxyquinazoline (0.33 g) was reacted with trifluoroacetic acid. There was thus obtained the title compound (0.17 g); NMR Spectrum: (DMSOd6 and CF3CO2D) 1.55 (d, 6H, 3.85 (s, 3H), 5.1 (m, 1H), 6.8 (s, 1H), 6.92 (s, 1H), 7.0 (m, 1H), 7.58 (d, 1H), 7.65 (d, 1H), 8.85 (s, 1H); Mass Spectrum: M+H+ 360 and 362. The reactants are C(N)(=O)C[C@@H]1C=2C=3C(=NC=NC3SC2CC1)OC1CCC(CC1)N(C(OC(C)(C)C)=O)CC (tert-butyl N-(4-[[(3R)-3-(carbamoylmethyl)-7-thia-9,11-diazatricyclo[6.4.0.0[2,6]]dodeca-1(8),2(6),9,11-tetraen-12-yl]oxy]cyclohexyl)-N-ethylcarbamate), Cl (hydrochloric acid). Solvent: ClCCl (dichloromethane). Conditions: temperature 0 celsius, time 3 hour. Yields the product C(C)NC1CCC(CC1)OC1=NC=NC=2SC=3CC[C@@H](C3C12)CC(=O)N (2-[(3R)-12-[[4-(ethylamino)cyclohexyl]oxy]-7-thia-9,11-diazatricyclo[6.4.0.0[2,6]]dodeca-1(8),2(6),9,11-tetraen-3-yl]acetamide). Yield: 63.6%. RXN SMILES: [C:1]([CH2:4][C@H:5]1[CH2:16][CH2:15][C:14]2[S:13][C:12]3[N:11]=[CH:10][N:9]=[C:8]([O:17][CH:18]4[CH2:23][CH2:22][CH:21]([N:24]([CH2:32][CH3:33])C(=O)OC(C)(C)C)[CH2:20][CH2:19]4)[C:7]=3[C:6]1=2)(=[O:3])[NH2:2].Cl>ClCCl>[CH2:32]([NH:24][CH:21]1[CH2:22][CH2:23][CH:18]([O:17][C:8]2[C:7]3[C:6]4[C@@H:5]([CH2:4][C:1]([NH2:2])=[O:3])[CH2:16][CH2:15][C:14]=4[S:13][C:12]=3[N:11]=[CH:10][N:9]=2)[CH2:19][CH2:20]1)[CH3:33]. Procedure details: To a solution of tert-butyl N-(4-[[(3R)-3-(carbamoylmethyl)-7-thia-9,11-diazatricyclo[6.4.0.0[2,6]]dodeca-1(8),2(6),9,11-tetraen-12-yl]oxy]cyclohexyl)-N-ethylcarbamate (230 mg, 0.48 mmol, 1.00 equiv) in dichloromethane (4 mL) was added hydrochloric acid (12 M, 0.5 mL) at 0° C. and the resulting solution was stirred for 3 hr at 0° C. The resulting mixture was concentrated under vacuum. The crude product (180 mg) was purified by preparative HPLC under the following conditions (SHIMADZU): column: S...